describe an organic reaction: reactants, conditions, products, and yield From a dataset of the Open Reaction Database (ORD), a public repository of structured organic reaction records. Reactants: CC(=O)Oc1cccnc1Oc1cc(-n2c(=O)cc(C(F)(F)F)n(C)c2=O)c(F)cc1Cl, O=C([O-])[O-], CO, CC(=O)O, [K+], [K+], O. Product: Cn1c(C(F)(F)F)cc(=O)n(-c2cc(Oc3ncccc3O)c(Cl)cc2F)c1=O. Reaction SMILES: [C:1](=[O:2])([CH3:3])[O:4][c:5]1[c:6]([O:11][c:12]2[c:13]([Cl:32])[cH:14][c:15]([F:31])[c:16](-[n:18]3[c:19](=[O:30])[n:20]([CH3:29])[c:21]([C:25]([F:26])([F:27])[F:28])[cH:22][c:23]3=[O:24])[cH:17]2)[n:7][cH:8][cH:9][cH:10]1.[C:33](=[O:34])([O-:35])[O-:36].[CH3:39][OH:40].[CH3:42][C:43](=[O:44])[OH:45].[K+:37].[K+:38].[OH2:41]>>[OH:4][c:5]1[c:6]([O:11][c:12]2[c:13]([Cl:32])[cH:14][c:15]([F:31])[c:16](-[n:18]3[c:19](=[O:30])[n:20]([CH3:29])[c:21]([C:25]([F:26])([F:27])[F:28])[cH:22][c:23]3=[O:24])[cH:17]2)[n:7][cH:8][cH:9][cH:10]1. The reactants are [N+](=O)([O-])C=1COC2=CC=CC=C2C1 (3-nitrochromene), C(#N)[BH3-] (cyanoborohydride), Cl (HCl). The reagents and catalysts are [Zn] (zinc). The product is NC1COC2=CC=CC=C2C1 (3-aminochromane). RXN SMILES: [N+:1]([C:4]1[CH2:5][O:6][C:7]2[C:12]([CH:13]=1)=[CH:11][CH:10]=[CH:9][CH:8]=2)([O-])=O.C([BH3-])#N.Cl>[Zn]>[NH2:1][CH:4]1[CH2:13][C:12]2[C:7](=[CH:8][CH:9]=[CH:10][CH:11]=2)[O:6][CH2:5]1. Reported procedure: The compounds of this invention are prepared by various means. The compounds of this invention wherein R3 is hydrogen, R1 is hydrogen, ethyl or propyl, cyclopropylmethyl or cyclobutylmethyl and R2 is --CH2 cycloalkylC3-8, alkylC2-8, --(CH2)q --R4, or --CH2CH2O(CH2)rCH3 are prepared by refluxing one equivalent of a salicyl aldehyde of formula C-1 (see Chart 1) with one and one-half equivalents of 2-nitroethanol in amylacetate in the presence of one and one-half equivalents of din-propylamine hydr... The reactants are OC=1C=C(C=CC1)NC(CCC(=O)OC)=O (4-[[3-(hydroxy)phenyl]amino]-4-oxobutanoic acid, methyl ester), ClCC=1SC2=C(N1)C=CC=C2 (2-chloromethylbenzothiazole), C([O-])([O-])=O.[Cs+].[Cs+] (cesium carbonate), C([O-])([O-])=O.[Na+].[Na+] (sodium carbonate). The reagents and catalysts are [I-].[K+] (potassium iodide). The solvent is CC(=O)C (acetone). Product: S1C(=NC2=C1C=CC=C2)COC=2C=C(C=CC2)N2C(CCC2=O)=O (N-[3-[(2-benzothiazolyl)methoxy]phenyl]pyrrolidin-2,5-dione). Isolated yield 60.9%. As a reaction SMILES: [OH:1][C:2]1[CH:3]=[C:4]([NH:8][C:9](=[O:16])[CH2:10][CH2:11][C:12](OC)=[O:13])[CH:5]=[CH:6][CH:7]=1.Cl[CH2:18][C:19]1[S:20][C:21]2[CH:27]=[CH:26][CH:25]=[CH:24][C:22]=2[N:23]=1.C(=O)([O-])[O-].[Cs+].[Cs+].C(=O)([O-])[O-].[Na+].[Na+]>[I-].[K+].CC(C)=O>[S:20]1[C:21]2[CH:27]=[CH:26][CH:25]=[CH:24][C:22]=2[N:23]=[C:19]1[CH2:18][O:1][C:2]1[CH:3]=[C:4]([N:8]2[C:9](=[O:16])[CH2:10][CH2:11][C:12]2=[O:13])[CH:5]=[CH:6][CH:7]=1 |f:2.3.4,5.6.7,8.9|. Procedure details: A mixture of 4-[[3-(hydroxy)phenyl]amino]-4-oxobutanoic acid, methyl ester (1.45 g, 6.5 mmol), 2-chloromethylbenzothiazole (1.20 g, 6.5 mmol), cesium carbonate (1.0 g), sodium carbonate (0.7 g), potassium iodide (5 mg) and acetone (60 ml) is heated at reflux for 2 hours. The reaction is filtered through a pad of Celite and silica gel and the solvent is removed in vacuo. Recrystallization from acetone gives 1.34 g (56% yield) of product, m.p. 175°-176° C. The reactants are CCCCCCCCC=CCCCCCCCC(=O)OCC(O)COC(=O)CCCCCCCC=CCCCCCCCC, CCN(CC)CCC(=O)O, ClCCl, CN(C)C=O, CN(C)c1ccncc1. Yields the product CCCCCCCCC=CCCCCCCCC(=O)OCC(COC(=O)CCCCCCCC=CCCCCCCCC)OC(=O)CCN(CC)CC. Reaction SMILES: [C:6]([CH2:7][CH2:8][CH2:9][CH2:10][CH2:11][CH2:12][CH2:13][CH:14]=[CH:15][CH2:16][CH2:17][CH2:18][CH2:19][CH2:20][CH2:21][CH2:22][CH3:23])(=[O:24])[O:25][CH2:26][CH:27]([OH:28])[CH2:29][O:30][C:31]([CH2:32][CH2:33][CH2:34][CH2:35][CH2:36][CH2:37][CH2:38][CH:39]=[CH:40][CH2:41][CH2:42][CH2:43][CH2:44][CH2:45][CH2:46][CH2:47][CH3:48])=[O:49].[CH2:50]([CH3:51])[N:52]([CH2:53][CH2:54][C:55](=[O:56])[OH:57])[CH2:58][CH3:59].[CH2:69]([Cl:70])[Cl:71].[CH3:1][N:2]([CH3:3])[CH:4]=[O:5].[CH3:60][N:61]([CH3:62])[c:63]1[cH:64][cH:65][n:66][cH:67][cH:68]1>>[C:6]([CH2:7][CH2:8][CH2:9][CH2:10][CH2:11][CH2:12][CH2:13][CH:14]=[CH:15][CH2:16][CH2:17][CH2:18][CH2:19][CH2:20][CH2:21][CH2:22][CH3:23])(=[O:24])[O:25][CH2:26][CH:27]([O:28][C:55]([CH2:54][CH2:53][N:52]([CH2:50][CH3:51])[CH2:58][CH3:59])=[O:56])[CH2:29][O:30][C:31]([CH2:32][CH2:33][CH2:34][CH2:35][CH2:36][CH2:37][CH2:38][CH:39]=[CH:40][CH2:41][CH2:42][CH2:43][CH2:44][CH2:45][CH2:46][CH2:47][CH3:48])=[O:49]. Starting materials: C(CC#C)(=O)O (3-Butynoic acid), C(C)(C)(C)OC(N(CC#C)CC#C)=O (di-prop-2-ynyl-carbamic acid tert-butyl ester). The reagents and catalysts are C1=CC=C(C=C1)P(C2=CC=CC=C2)C3=CC=CC=C3.C1=CC=C(C=C1)P(C2=CC=CC=C2)C3=CC=CC=C3.C1=CC=C(C=C1)P(C2=CC=CC=C2)C3=CC=CC=C3.[Cl-].[Rh] (tris(triphenylphosphine)rhodium (I) chloride). Solvent: C(C)O (ethanol). Run at temperature 0 celsius. Yields the product C(C)(C)(C)OC(=O)N1CC2=CC=C(C=C2C1)CC(=O)O (5-Carboxymethyl-1,3-dihydro-isoindole-2-carboxylic acid tert-butyl ester). As a reaction SMILES: [C:1]([O:5][C:6](=[O:14])[N:7]([CH2:11][C:12]#[CH:13])[CH2:8][C:9]#[CH:10])([CH3:4])([CH3:3])[CH3:2].[C:15]([OH:20])(=[O:19])[CH2:16][C:17]#[CH:18]>C1C=CC(P(C2C=CC=CC=2)C2C=CC=CC=2)=CC=1.C1C=CC(P(C2C=CC=CC=2)C2C=CC=CC=2)=CC=1.C1C=CC(P(C2C=CC=CC=2)C2C=CC=CC=2)=CC=1.[Cl-].[Rh].C(O)C>[C:1]([O:5][C:6]([N:7]1[CH2:8][C:9]2[C:12](=[CH:13][CH:18]=[C:17]([CH2:16][C:15]([OH:20])=[O:19])[CH:10]=2)[CH2:11]1)=[O:14])([CH3:4])([CH3:3])[CH3:2] |f:2.3.4.5.6|. Reported procedure: A mixture of di-prop-2-ynyl-carbamic acid tert-butyl ester (4.78 g, 24.7 mmol) and ethanol (120 mL) was prepared under argon and cooled to 0° C. for 15 min. 3-Butynoic acid (3.64 g, 43.3 mmol) and tris(triphenylphosphine)rhodium (I) chloride (1.14 g, 1.23 mmol) were added and reaction was gradually warmed to room temperature over 1.3 hr. The reaction was then heated to 45° C. for 17 hr. The reaction was cooled to room temperature and concentrated in vacuo. The residue was diluted with 1N NaOH an... Starting materials: FC(OC1=CC=C(CBr)C=C1)F (4-(difluoromethoxy)benzyl bromide), FC1=CC=C(CNC(=O)C2=C(N=C(S2)N2C(C=C(C=C2)O)=O)C)C=C1 (N-(4-fluorobenzyl)-2-(4-hydroxy-2-oxopyridin-1(2H)-yl)-4-methylthiazole-5-carboxamide). Yields the product FC(OC1=CC=C(COC2=CC(N(C=C2)C=2SC(=C(N2)C)C(=O)NCC2=CC=C(C=C2)F)=O)C=C1)F (2-(4-(4-(Difluoromethoxy)benzyloxy)-2-oxopyridin-1(2H)-yl)-N-(4-fluorobenzyl)-4-methylthiazole-5-carboxamide). Yield: 25.0%. Reaction SMILES: [F:1][CH:2]([F:12])[O:3][C:4]1[CH:11]=[CH:10][C:7]([CH2:8]Br)=[CH:6][CH:5]=1.[F:13][C:14]1[CH:37]=[CH:36][C:17]([CH2:18][NH:19][C:20]([C:22]2[S:26][C:25]([N:27]3[CH:32]=[CH:31][C:30]([OH:33])=[CH:29][C:28]3=[O:34])=[N:24][C:23]=2[CH3:35])=[O:21])=[CH:16][CH:15]=1>>[F:1][CH:2]([F:12])[O:3][C:4]1[CH:11]=[CH:10][C:7]([CH2:8][O:33][C:30]2[CH:31]=[CH:32][N:27]([C:25]3[S:26][C:22]([C:20]([NH:19][CH2:18][C:17]4[CH:16]=[CH:15][C:14]([F:13])=[CH:37][CH:36]=4)=[O:21])=[C:23]([CH3:35])[N:24]=3)[C:28](=[O:34])[CH:29]=2)=[CH:6][CH:5]=1. Reported procedure: Following the procedure as described in Example 9, making variation only as required to use 4-(difluoromethoxy)benzyl bromide in place of 2-cyclopropylethyl 4-methylbenzenesulfonate to react with N-(4-fluorobenzyl)-2-(4-hydroxy-2-oxopyridin-1(2H)-yl)-4-methylthiazole-5-carboxamide, the title compound was obtained as a colorless solid in 25% yield: mp 242-244° C. (dichloromethane/methanol); 1H NMR (300 MHz, DMSO-d6) δ 8.78 (t, J=5.8 Hz, 1H), 8.60 (dd, J=8.1, 3.0 Hz, 1H), 7.56-7.47 (m, 2H), 7.34-7... Starting materials: COC(=O)C=1NC2=CC(=CC=C2C1)C(=O)O (2-(Methoxycarbonyl)indole-6-carboxylic acid), CCOC(=O)C (EtOAc), Cl.C(C)(C)(C)OC(CN)=O (glycine t-butyl ester hydrochloride), C(=O)(O)[O-].[Na+] (NaHCO3). Product: C(CCC)OC(=O)CNC(=O)C1=CC=C2C=C(NC2=C1)C(=O)OC (N-[(butoxycarbonyl)methyl]-2-(methoxycarbonyl)indole-6-carboxamide). Isolated yield 86.0%. Reaction SMILES: [CH3:1][O:2][C:3]([C:5]1[NH:6][C:7]2[C:12]([CH:13]=1)=[CH:11][CH:10]=[C:9]([C:14]([OH:16])=O)[CH:8]=2)=[O:4].Cl.[C:18]([O:22][C:23](=[O:26])[CH2:24][NH2:25])([CH3:21])(C)C.C([O-])(O)=O.[Na+].[CH3:32][CH2:33]OC(C)=O>>[CH2:18]([O:22][C:23]([CH2:24][NH:25][C:14]([C:9]1[CH:8]=[C:7]2[C:12]([CH:13]=[C:5]([C:3]([O:2][CH3:1])=[O:4])[NH:6]2)=[CH:11][CH:10]=1)=[O:16])=[O:26])[CH2:21][CH2:32][CH3:33] |f:1.2,3.4|. Procedure details: 2-(Methoxycarbonyl)indole-6-carboxylic acid was coupled with glycine t-butyl ester hydrochloride in the presence of NaHCO3 (1 equivalent) by the method described above to give N-[(butoxycarbonyl)methyl]-2-(methoxycarbonyl)indole-6-carboxamide as a white solid (86%), mp 181-183.5° C. (EtOAc). 1H NMR (CDCl3) δ9.58 (s, 1H, indole NH), 8.06 (s, 1H, H-3 or H-7), 7.68 (d, J=8.4 Hz, 1H, H-4), 7.52 (dd, J=8.4, 1.5 Hz, 1H, H-5), 7.20 (dd, J=2.0, 0.8 Hz, 1H, H-3 or H-7), 6.82 (t, J=4.7 Hz, 1H, amide NH), ... Reactants: CC#N, Cc1cc(CCCCl)on1, CCOC(=O)c1cc(Cl)c(O)c(Cl)c1, [I-], [K+], [K+], [OH-]. Yields the product CCOC(=O)c1cc(Cl)c(OCCCc2cc(C)no2)c(Cl)c1. Reaction SMILES: [CH3:29][C:30]#[N:31].[Cl:15][CH2:16][CH2:17][CH2:18][c:19]1[cH:20][c:21]([CH3:24])[n:22][o:23]1.[Cl:1][c:2]1[cH:3][c:4]([C:5](=[O:6])[O:7][CH2:8][CH3:9])[cH:10][c:11]([Cl:14])[c:12]1[OH:13].[I-:28].[K+:26].[K+:27].[OH-:25]>>[Cl:1][c:2]1[cH:3][c:4]([C:5](=[O:6])[O:7][CH2:8][CH3:9])[cH:10][c:11]([Cl:14])[c:12]1[O:13][CH2:16][CH2:17][CH2:18][c:19]1[cH:20][c:21]([CH3:24])[n:22][o:23]1.